This data is from the Open Reaction Database (ORD), a public repository of structured organic reaction records. The task is: describe an organic reaction: reactants, conditions, products, and yield Reactants: ClCCl, CCOC(=O)C=CC(=O)N1CC(C)(C)Oc2ccc([N+](=O)[O-])cc21, CN, CO. Product: CCOC(=O)CC(NC)C(=O)N1CC(C)(C)Oc2ccc([N+](=O)[O-])cc21. As a reaction SMILES: [CH2:27]([Cl:28])[Cl:29].[CH3:1][C:2]1([CH3:24])[O:3][c:4]2[c:5]([cH:17][c:18]([N+:21](=[O:22])[O-:23])[cH:19][cH:20]2)[N:6]([C:8]([CH:9]=[CH:10][C:11](=[O:12])[O:13][CH2:14][CH3:15])=[O:16])[CH2:7]1.[CH3:25][NH2:26].[CH3:30][OH:31]>>[CH3:1][C:2]1([CH3:24])[O:3][c:4]2[c:5]([cH:17][c:18]([N+:21](=[O:22])[O-:23])[cH:19][cH:20]2)[N:6]([C:8]([CH:9]([CH2:10][C:11](=[O:12])[O:13][CH2:14][CH3:15])[NH:26][CH3:25])=[O:16])[CH2:7]1. Starting materials: C1(O)=CC(O)=CC=C1 (Resorcinol), CN(C)C=O (DMF), COC=1C=C(C=CC1OC)CC(=O)O (3,4-dimethoxy-phenylacetic acid), P(Cl)(Cl)(Cl)(Cl)Cl (PCl5). Product: COC=1C=C(C=CC1OC)C1=COC2=CC(=CC=C2C1=O)O (3-(3,4-Dimethoxy-phenyl)-7-hydroxy-chromen-4-one). The yield is 80.0%. As a reaction SMILES: [C:1]1([CH:8]=[CH:7][CH:6]=[C:4]([OH:5])[CH:3]=1)[OH:2].[CH3:9][O:10][C:11]1[CH:12]=[C:13]([CH2:19][C:20]([OH:22])=O)[CH:14]=[CH:15][C:16]=1[O:17][CH3:18].P(Cl)(Cl)(Cl)(Cl)Cl.[CH3:29]N(C=O)C>>[CH3:9][O:10][C:11]1[CH:12]=[C:13]([C:19]2[C:20](=[O:22])[C:8]3[C:1](=[CH:3][C:4]([OH:5])=[CH:6][CH:7]=3)[O:2][CH:29]=2)[CH:14]=[CH:15][C:16]=1[O:17][CH3:18]. Procedure: This compounds was synthesised in the same manner as described above. Resorcinol (0.66 g, 6 mmol), 3,4-dimethoxy-phenylacetic acid (1.18 g, 6 mmol), BF3Et2O (4 ml), PCl5 (1.9 g, 9.1 mmol), DMF (5 ml and 10 ml). The precipitate formed was filtered and re-crystallized from methanol to give 3-(3,4-Dimethoxy-phenyl)-7-hydroxy-chromen-4-one as a pale orange solid (1.43 g, 80%); Rf 0.9 ethyl acetate/hexane (75/25). The reactants are N1C(C(NC2=CC=CC=C12)=O)=O (1,4-Dihydro quinoxaline-2,3-dione), O=S(Cl)Cl (SOCl2), C1(=CC=CC=C1)C (toluene). The solvent is CN(C)C=O (DMF). Reaction conditions: time 2 hour. Yields the product ClC=1C(NC2=CC=CC=C2N1)=O (3-chloro-1H-quinoxalin-2-one). Reaction SMILES: [NH:1]1[C:10]2[C:5](=[CH:6][CH:7]=[CH:8][CH:9]=2)[NH:4][C:3](=[O:11])[C:2]1=O.O=S(Cl)[Cl:15].C1(C)C=CC=CC=1>CN(C=O)C>[Cl:15][C:2]1[C:3](=[O:11])[NH:4][C:5]2[C:10]([N:1]=1)=[CH:9][CH:8]=[CH:7][CH:6]=2. Procedure details: The quinoxalin-2-one of the present example is prepared with phenyl-1,2-diamine and oxalic acid via the method described in Example 12 to afford the 1,4-Dihydro quinoxaline-2,3-dione. The 1,4-Dihydro quinoxaline-2,3-dione is then treated with SOCl2 in 2.5% DMF:toluene, heated to 130° C., stirred for 2 h, filtered and concentrated to afford the 3-chloro-1H-quinoxalin-2-one in crude form. Reactants: O=C1N(CC(N1)=O)NC(=O)NC(C(=O)OCC)C1=CC=CC=C1 (α-[[[(2,4-dioxo-1-imidazolidinyl)amino]-carbonyl]amino]benzeneacetic acid, ethyl ester), [OH-].[Na+] (sodium hydroxide). Run at time 2 hour. Yields the product O=C1N(CC(N1)=O)NC(=O)NC(C(=O)O)C1=CC=CC=C1 (α-[[[(2,4-dioxo-1-imidazolidinyl)amino]carbonyl]amino]benzene acetic acid). RXN SMILES: [O:1]=[C:2]1[NH:6][C:5](=[O:7])[CH2:4][N:3]1[NH:8][C:9]([NH:11][CH:12]([C:18]1[CH:23]=[CH:22][CH:21]=[CH:20][CH:19]=1)[C:13]([O:15]CC)=[O:14])=[O:10].[OH-].[Na+]>>[O:1]=[C:2]1[NH:6][C:5](=[O:7])[CH2:4][N:3]1[NH:8][C:9]([NH:11][CH:12]([C:18]1[CH:23]=[CH:22][CH:21]=[CH:20][CH:19]=1)[C:13]([OH:15])=[O:14])=[O:10] |f:1.2|. Reported procedure: 29.4 g. of α-[[[(2,4-dioxo-1-imidazolidinyl)amino]-carbonyl]amino]benzeneacetic acid, ethyl ester are added to 138 ml. of 2N sodium hydroxide solution with stirring. The substance goes quickly into solution upon slight heating. The mixture is stirred for 2 hours at room temperature, filtered and the clean filtrate is acidified to pH 1 with concentrated hydrochloric acid. Upon rubbing, α-[[[(2,4-dioxo-1-imidazolidinyl)amino]carbonyl]amino]benzene acetic acid crystallizes out. The mixture is let s... The reactants are CC(=O)O, [Fe], O=C(c1ccc(F)cc1)C1CCN(CCNS(=O)(=O)c2ccccc2[N+](=O)[O-])CC1. The product is Nc1ccccc1S(=O)(=O)NCCN1CCC(C(=O)c2ccc(F)cc2)CC1. As a reaction SMILES: [CH3:31][C:32](=[O:33])[OH:34].[Fe:35].[N+:1]([O-:2])(=[O:3])[c:4]1[c:5]([S:10](=[O:11])(=[O:12])[NH:13][CH2:14][CH2:15][N:16]2[CH2:17][CH2:18][CH:19]([C:22]([c:23]3[cH:24][cH:25][c:26]([F:29])[cH:27][cH:28]3)=[O:30])[CH2:20][CH2:21]2)[cH:6][cH:7][cH:8][cH:9]1>>[NH2:1][c:4]1[c:5]([S:10](=[O:11])(=[O:12])[NH:13][CH2:14][CH2:15][N:16]2[CH2:17][CH2:18][CH:19]([C:22]([c:23]3[cH:24][cH:25][c:26]([F:29])[cH:27][cH:28]3)=[O:30])[CH2:20][CH2:21]2)[cH:6][cH:7][cH:8][cH:9]1. Procedure: Dissolve 15.0 g. of dopamine hydrochloride in 200 ml. of pyridine. With stirring, add 47.8 g. of 1-adamantane carboxylic acid chloride portionwise over a 2-hour period at room temperature. Stir at room temperature overnight. Add methanol (200 ml.), water (75 ml.) and concentrated ammonium hydroxide solution (50 ml.) to the reaction mixture and allow the clear solution to stand for 5 hours at room temperature. Pour the solution into 2 liters of 2N hydrochloric acid and ice with vigorous agitation... Conditions: time 5 hour. The product is OC=1C=C(C=CC1O)CCNC(=O)C12CC3CC(CC(C1)C3)C2 (N-[β-(3,4-Dihydroxyphenyl)-ethyl]-1-adamantanecarboxamide). Reactants: Cl.NCCC1=CC(O)=C(O)C=C1 (dopamine hydrochloride), Cl (hydrochloric acid), C12(CC3CC(CC(C1)C3)C2)C(=O)Cl (1-adamantane carboxylic acid chloride), [OH-].[NH4+] (ammonium hydroxide). RXN SMILES: Cl.[NH2:2][CH2:3][CH2:4][C:5]1[CH:12]=[CH:11][C:9]([OH:10])=[C:7]([OH:8])[CH:6]=1.[C:13]12([C:23](Cl)=[O:24])[CH2:22][CH:17]3[CH2:18][CH:19]([CH2:21][CH:15]([CH2:16]3)[CH2:14]1)[CH2:20]2.[OH-].[NH4+].Cl>O.CO.N1C=CC=CC=1>[OH:8][C:7]1[CH:6]=[C:5]([CH2:4][CH2:3][NH:2][C:23]([C:13]23[CH2:22][CH:17]4[CH2:16][CH:15]([CH2:21][CH:19]([CH2:18]4)[CH2:20]2)[CH2:14]3)=[O:24])[CH:12]=[CH:11][C:9]=1[OH:10] |f:0.1,3.4|. Solvent: O (water), N1=CC=CC=C1 (pyridine), CO (methanol). Procedure details: 1-(tert-Butyl) 3-methyl 5-oxo-1,3-piperazinedicarboxylate (4.5 g) was dissolved in DMF (90 ml) and combined with sodium hydride (0.84 g, in oil) with cooling on ice. After stirring at 50° C. for 1 hour, O-diphenylphosphinyl hydroxylamine (4.5 g) was added and the mixture was stirred at room temperature for 2 hours. The reaction mixture was concentrated under reduced pressure, and the residue was combined with aqueous sodium bicarbonate and extracted with dichloromethane. The extract was dried an... Reaction conditions: temperature 50 celsius, time 1 hour. Yields the product NN1C(CN(CC1=O)C(=O)OC(C)(C)C)C(=O)OC (1-(tert-butyl) 3-methyl 4-amino-5-oxo-1,3-piperazinedicarboxylate). Solvent: CN(C)C=O (DMF). Reactants: [H-].[Na+] (sodium hydride), O=C1NC(CN(C1)C(=O)OC(C)(C)C)C(=O)OC (1-(tert-Butyl) 3-methyl 5-oxo-1,3-piperazinedicarboxylate), C1(=CC=CC=C1)P(=O)(ON)C1=CC=CC=C1 (O-diphenylphosphinyl hydroxylamine). RXN SMILES: [O:1]=[C:2]1[CH2:7][N:6]([C:8]([O:10][C:11]([CH3:14])([CH3:13])[CH3:12])=[O:9])[CH2:5][CH:4]([C:15]([O:17][CH3:18])=[O:16])[NH:3]1.[H-].[Na+].C1(P(C2C=CC=CC=2)(O[NH2:30])=O)C=CC=CC=1>CN(C=O)C>[NH2:30][N:3]1[C:2](=[O:1])[CH2:7][N:6]([C:8]([O:10][C:11]([CH3:14])([CH3:13])[CH3:12])=[O:9])[CH2:5][CH:4]1[C:15]([O:17][CH3:18])=[O:16] |f:1.2|.